The task is: describe an organic reaction: reactants, conditions, products, and yield. This data is from the Open Reaction Database (ORD), a public repository of structured organic reaction records. Starting materials: Cl (Hydrochloric acid), ClC1=C(C=C(C=C1)CCNC(OC(C)(C)C)=O)C(=O)NCC12CC3CC(CC(C1)C3)C2 ([2-[4-chloro-3-[[(tricyclo(3.3.1.13,7]dec-1-ylmethyl)amino]carbonyl]phenyl]ethyl]carbamic acid, 1,1-dimethylethyl ester). Run in CO.ClCCl (methanol dichloromethane). The product is Cl.NCCC=1C=CC(=C(C(=O)NCC23CC4CC(CC(C2)C4)C3)C1)Cl (5-(2-Aminoethyl)-2-chloro-N-(tricyclo[3.3.1.13,7]dec-1-ylmethyl)benzamide, hydrochloride salt). Isolated yield 196.1%. RXN SMILES: Cl.[Cl:2][C:3]1[CH:8]=[CH:7][C:6]([CH2:9][CH2:10][NH:11]C(=O)OC(C)(C)C)=[CH:5][C:4]=1[C:19]([NH:21][CH2:22][C:23]12[CH2:32][CH:27]3[CH2:28][CH:29]([CH2:31][CH:25]([CH2:26]3)[CH2:24]1)[CH2:30]2)=[O:20]>CO.ClCCl>[ClH:2].[NH2:11][CH2:10][CH2:9][C:6]1[CH:7]=[CH:8][C:3]([Cl:2])=[C:4]([CH:5]=1)[C:19]([NH:21][CH2:22][C:23]12[CH2:30][CH:29]3[CH2:31][CH:25]([CH2:26][CH:27]([CH2:28]3)[CH2:32]1)[CH2:24]2)=[O:20] |f:2.3,4.5|. Procedure: Hydrochloric acid (4M in 1,4-dioxane, 3.0 ml) was added to a solution of [2-[4-chloro-3-[[(tricyclo(3.3.1.13,7]dec-1-ylmethyl)amino]carbonyl]phenyl]ethyl]carbamic acid, 1,1-dimethylethyl ester (2.2 g, Example 30b) in methanol/dichloromethane (1:1) (50 ml). After 24 h the solvent was evaporated to leave the title compound as a foam (1.85 g). The reactants are C(C)(C)C=1N=C(SC1)CCC1=CC=2N(C(C(=C(N2)OC)/C=C/C(=O)OC(C)(C)C)=O)C=C1 (tert-butyl (E)-3-{8-[2-(4-isopropyl-1,3-thiazol-2-yl)ethyl]-2-methoxy-4-oxo-4H-pyrido[1,2-a]pyrimidin-3-yl}-2-propenoate), ( A ), FC(C(=O)O)(F)F (trifluoroacetic acid). Product: C(C)(C)C=1N=C(SC1)CCC1=CC=2N(C(C(=C(N2)OC)/C=C/C(=O)O)=O)C=C1 ((E)-3-{8-[2-(4-Isopropyl-1,3-thiazol-2-yl)ethyl]-2-methoxy-4-oxo-4H-pyrido[1,2-a]-pyrimidin-3-yl}-2-propenoic acid). Yield: 122.6%. RXN SMILES: [CH:1]([C:4]1[N:5]=[C:6]([CH2:9][CH2:10][C:11]2[CH:32]=[CH:31][N:14]3[C:15](=[O:30])[C:16](/[CH:21]=[CH:22]/[C:23]([O:25]C(C)(C)C)=[O:24])=[C:17]([O:19][CH3:20])[N:18]=[C:13]3[CH:12]=2)[S:7][CH:8]=1)([CH3:3])[CH3:2].FC(F)(F)C(O)=O>>[CH:1]([C:4]1[N:5]=[C:6]([CH2:9][CH2:10][C:11]2[CH:32]=[CH:31][N:14]3[C:15](=[O:30])[C:16](/[CH:21]=[CH:22]/[C:23]([OH:25])=[O:24])=[C:17]([O:19][CH3:20])[N:18]=[C:13]3[CH:12]=2)[S:7][CH:8]=1)([CH3:3])[CH3:2]. Reported procedure: The tert-butyl (E)-3-{8-[2-(4-isopropyl-1,3-thiazol-2-yl)ethyl]-2-methoxy-4-oxo-4H-pyrido[1,2-a]pyrimidin-3-yl}-2-propenoate (6.7 mg) obtained in (A) was treated with trifluoroacetic acid (0.5 ml) in the dark for 30 minutes, and then the solvent was evaporated. The residue was added with methanol and methylene chloride, and insoluble matters were collected by filtration to obtain the title compound (7.2 mg). The reactants are C1OC2([C@]3(C)[C@@H](C=C2)[C@@H]2CC=C4C[C@H](CC[C@]4(C)[C@H]2CC3)O)OC1 (17,17-ethylenedioxy-androst-5,15(16)-dien-3β-ol), O.C1(=CC=C(C=C1)S(=O)(=O)O)C (p-toluenesulfonic acid monohydrate). Solvent: O (water), CC(=O)C (acetone), CC(=O)C (acetone), O (water). Reaction conditions: time 5 hour. The product is OC1CC2=CC[C@H]3[C@@H]4C=CC([C@@]4(C)CC[C@@H]3[C@]2(CC1)C)=O (3-hydroxy-androst-5,15(16)-dien-17-one). RXN SMILES: C1CO[C:3]2([CH:8]=[CH:7][C@H:6]3[C@H:9]4[C@H:19]([CH2:20][CH2:21][C@:4]23[CH3:5])[C@:17]2([CH3:18])[C:12]([CH2:13][C@@H:14]([OH:22])[CH2:15][CH2:16]2)=[CH:11][CH2:10]4)[O:2]1.O.C1(C)C=CC(S(O)(=O)=O)=CC=1>CC(C)=O.O>[OH:22][CH:14]1[CH2:15][CH2:16][C@@:17]2([CH3:18])[C:12](=[CH:11][CH2:10][C@@H:9]3[C@@H:19]2[CH2:20][CH2:21][C@@:4]2([CH3:5])[C@H:6]3[CH:7]=[CH:8][C:3]2=[O:2])[CH2:13]1 |f:1.2|. Procedure: 17,17-Ethylenedioxy-androst-5,15(16)-dien-3β-ol from Example 28B or otherwise obtained is dissolved in acetone (500 mL) and water (60 mL) and the solution is cooled to 0° C. To the 0° C. solution is added p-toluenesulfonic acid monohydrate (1.000 g, 5.257 mmol). The 0° reaction mixture is stirred for 5 hours and then stored at 40° for 16 hours. The chilled reaction solution is diluted with water (300 mL) and acetone is evaporated under reduced pressure. The aqueous slurry remaining is extracted ... Yields the product O=C1NC(=O)C2(c3ccccc3)CC1C2. Starting materials: COc1ccc(CN2C(=O)C3CC(c4ccccc4)(C3)C2=O)cc1, CC#N, [Ce+4], O=[N+]([O-])[O-], O=[N+]([O-])[O-], O=[N+]([O-])[O-], O=[N+]([O-])[O-], O=[N+]([O-])[O-], [NH4+], O. Reaction SMILES: [CH3:23][O:24][c:25]1[cH:26][cH:27][c:28]([CH2:29][N:30]2[C:31](=[O:44])[C:32]3([c:38]4[cH:39][cH:40][cH:41][cH:42][cH:43]4)[CH2:33][CH:34]([C:35]2=[O:36])[CH2:37]3)[cH:45][cH:46]1.[CH3:48][C:49]#[N:50].[Ce+4:6].[N+:11]([O-:12])([O-:13])=[O:14].[N+:15]([O-:16])([O-:17])=[O:18].[N+:19]([O-:20])([O-:21])=[O:22].[N+:1]([O-:2])([O-:3])=[O:4].[N+:7]([O-:8])([O-:9])=[O:10].[NH4+:5].[OH2:47]>>[NH:30]1[C:31](=[O:44])[C:32]2([c:38]3[cH:39][cH:40][cH:41][cH:42][cH:43]3)[CH2:33][CH:34]([C:35]1=[O:36])[CH2:37]2. Reactants: C1CN2CCN1CC2, C=CC#N, CCOCC, COC(=O)c1ccc(C=O)c(Cl)n1. Yields the product C=C(C#N)C(O)c1ccc(C(=O)OC)nc1Cl. As a reaction SMILES: [CH2:14]1[N:15]2[CH2:16][CH2:17][N:18]([CH2:19][CH2:20]2)[CH2:21]1.[CH2:22]=[CH:23][C:24]#[N:25].[CH3:26][CH2:27][O:28][CH2:29][CH3:30].[Cl:1][c:2]1[c:3]([CH:12]=[O:13])[cH:4][cH:5][c:6]([C:8](=[O:9])[O:10][CH3:11])[n:7]1>>[Cl:1][c:2]1[c:3]([CH:12]([OH:13])[C:23](=[CH2:22])[C:24]#[N:25])[cH:4][cH:5][c:6]([C:8](=[O:9])[O:10][CH3:11])[n:7]1.